From a dataset of the Open Reaction Database (ORD), a public repository of structured organic reaction records. describe an organic reaction: reactants, conditions, products, and yield Product: ClC=1C=NC=C(C1C1=NOC(=C1C(=O)O)C)Cl (3-(3,5-Dichloro-pyridin-4-yl)-5-methyl-isoxazole-4-carboxylic acid). Starting materials: C(C)OC(=O)C=1C(=NOC1C)C1=C(C=NC=C1Cl)Cl (3-(3,5-dichloro-pyridin-4-yl)-5-methyl-isoxazole-4-carboxylic acid ethyl ester), [OH-].[Na+] (sodium hydroxide), C(C)O (ethanol). Procedure: Combine 3-(3,5-dichloro-pyridin-4-yl)-5-methyl-isoxazole-4-carboxylic acid ethyl ester (2.75 g, 0.009 mol) with aqueous sodium hydroxide (2N, 30.0 mL, 0.06 mol), ethanol (5 mL), and tetrahydrofuran (5 mL) and stir overnight at ambient temperature. Remove the organic solvents in vacuo and adjust the aqueous mixture to approx. pH 2.0 with aqueous hydrochloric acid. Extract with ethyl acetate and dry the combined extracts over sodium sulfate and concentrate in vacuo. Drying nets the desired isoxazo... The solvent is O1CCCC1 (tetrahydrofuran). Reaction SMILES: C([O:3][C:4]([C:6]1[C:7]([C:12]2[C:17]([Cl:18])=[CH:16][N:15]=[CH:14][C:13]=2[Cl:19])=[N:8][O:9][C:10]=1[CH3:11])=[O:5])C.[OH-].[Na+].C(O)C>O1CCCC1>[Cl:19][C:13]1[CH:14]=[N:15][CH:16]=[C:17]([Cl:18])[C:12]=1[C:7]1[C:6]([C:4]([OH:5])=[O:3])=[C:10]([CH3:11])[O:9][N:8]=1 |f:1.2|. The reactants are O=C([O-])O, O=Cc1c(Cl)cccc1Cl, [Na+], C1CCOC1, O, [NH3+]O, [NH3+]O, O=S(=O)([O-])[O-]. Yields the product ON=Cc1c(Cl)cccc1Cl. Reaction SMILES: [C:25](=[O:26])([OH:27])[O-:28].[Cl:1][c:2]1[c:3]([CH:4]=[O:5])[c:6]([Cl:10])[cH:7][cH:8][cH:9]1.[Na+:29].[O:11]1[CH2:12][CH2:13][CH2:14][CH2:15]1.[OH2:30].[OH:21][NH3+:22].[OH:23][NH3+:24].[S:16]([O-:17])([O-:18])(=[O:19])=[O:20]>>[Cl:1][c:2]1[c:3]([CH:4]=[N:22][OH:21])[c:6]([Cl:10])[cH:7][cH:8][cH:9]1. Reactants: C(C)(C)(C)O[C@H](C(=O)OCC)C1=C(C2=C(N=C(S2)C2=CC(=NC=C2)C=2C=C3C=CC(=NC3=CC2)NC(=O)C2CCCCC2)C=C1C)C1=CC=C(C=C1)Cl ((S)-ethyl 2-tert-butoxy-2-(7-(4-chlorophenyl)-2-(2-(2-(cyclohexanecarboxamido)quinolin-6-yl)pyridin-4-yl)-5-methylbenzo[d]thiazol-6-yl)acetate), [OH-].[Na+] (NaOH). The solvent is C1CCOC1 (THF), CO (methanol). Reaction conditions: temperature 50 celsius, time 2 hour. The product is NC1=NC2=CC=C(C=C2C=C1)C1=NC=CC(=C1)C=1SC2=C(N1)C=C(C(=C2C2=CC=C(C=C2)Cl)[C@@H](C(=O)O)OC(C)(C)C)C ((S)-2-(2-(2-(2-aminoquinolin-6-yl)pyridin-4-yl)-7-(4-chlorophenyl)-5-methylbenzo[d]thiazol-6-yl)-2-tert-butoxyacetic acid). As a reaction SMILES: [C:1]([O:5][C@@H:6]([C:12]1[C:45]([CH3:46])=[CH:44][C:15]2[N:16]=[C:17]([C:19]3[CH:24]=[CH:23][N:22]=[C:21]([C:25]4[CH:26]=[C:27]5[C:32](=[CH:33][CH:34]=4)[N:31]=[C:30]([NH:35]C(C4CCCCC4)=O)[CH:29]=[CH:28]5)[CH:20]=3)[S:18][C:14]=2[C:13]=1[C:47]1[CH:52]=[CH:51][C:50]([Cl:53])=[CH:49][CH:48]=1)[C:7]([O:9]CC)=[O:8])([CH3:4])([CH3:3])[CH3:2].[OH-].[Na+]>C1COCC1.CO>[NH2:35][C:30]1[CH:29]=[CH:28][C:27]2[C:32](=[CH:33][CH:34]=[C:25]([C:21]3[CH:20]=[C:19]([C:17]4[S:18][C:14]5[C:13]([C:47]6[CH:48]=[CH:49][C:50]([Cl:53])=[CH:51][CH:52]=6)=[C:12]([C@H:6]([O:5][C:1]([CH3:3])([CH3:2])[CH3:4])[C:7]([OH:9])=[O:8])[C:45]([CH3:46])=[CH:44][C:15]=5[N:16]=4)[CH:24]=[CH:23][N:22]=3)[CH:26]=2)[N:31]=1 |f:1.2|. Reported procedure: To a stirred solution of (S)-ethyl 2-tert-butoxy-2-(7-(4-chlorophenyl)-2-(2-(2-(cyclohexanecarboxamido)quinolin-6-yl)pyridin-4-yl)-5-methylbenzo[d]thiazol-6-yl)acetate (12.0 mg, 0.016 mmol) in THF (0.4 mL) and methanol (0.4 mL) was added 1N NaOH solution (0.4 mL, excess). The reaction mixture was stirred at 50° C. for 2 h and then purified by reverse phase HPLC, eluting by 0-100% acetonitrile in H2O with 0.1% TFA to give the desired product. LCMS-ESI+ (m/z): [M+H]+ calcd for C34H30ClN4O3S: 609.2... Reactants: 12(vi), C(C1=CC=CC=C1)OC(=O)N1[C@@H](C[C@@H](C1)SC)CO ((2S,4S)-1-benzyloxycarbonyl-2-hydroxymethyl-4-methylthiopyrrolidine), 12(vii), C(C1=CC=CC=C1)OC(=O)N1[C@@H](CC(C1)(C)C)CO ((S)-1-benzyloxycarbonyl-4,4-dimethyl-2-hydroxymethylpyrrolidine). The product is CC1(C[C@H]2CC(CCN2C1)=O)C ((8aS)-2,2-Dimethyl-1,2,3,5,6,7,8,8a-octahydroindolizin-7-one). The yield is 36.0%. Reaction SMILES: C(O[C:9]([N:11]1[CH2:15][C:14]([CH3:17])([CH3:16])[CH2:13][C@H:12]1[CH2:18]O)=O)C1C=CC=CC=1.[CH2:20]([O:27]C(N1C[C@@H](SC)C[C@H]1CO)=O)[C:21]1C=CC=CC=1>>[CH3:17][C:14]1([CH3:16])[CH2:15][N:11]2[C@H:12]([CH2:18][C:20](=[O:27])[CH2:21][CH2:9]2)[CH2:13]1. Procedure details: In a similar manner to the procedures described in Preparative Examples 12(v)′, 12(vi)′ and 12(vii)′ above, reactions were conducted in turn, using (S)-1-benzyloxycarbonyl-4,4-dimethyl-2-hydroxymethylpyrrolidine [obtained as described in Preparative Example 17(i)′ above] instead of (2S,4S)-1-benzyloxycarbonyl-2-hydroxymethyl-4-methylthiopyrrolidine, to give the title compound as a brown oil (yield: 36%). The reactants are O=C(Cl)C1CCCC1, COc1cc2c(cc1OC)C(C1CC1)NCC2, O=C(Cl)C1CC1. Yields the product COc1cc2c(cc1OC)C(C1CCCC1)NCC2. Reaction SMILES: [CH:18]1([C:20]([Cl:21])=[O:22])[CH2:19][CH2:25][CH2:24][CH2:23]1.[CH:1]1([CH:4]2[NH:5][CH2:6][CH2:7][c:8]3[cH:9][c:10]([O:16][CH3:17])[c:11]([O:14][CH3:15])[cH:12][c:13]32)[CH2:2][CH2:3]1.[CH:26]1([C:27]([Cl:28])=[O:29])[CH2:30][CH2:31]1>>[CH:1]1([CH:4]2[NH:5][CH2:6][CH2:7][c:8]3[cH:9][c:10]([O:16][CH3:17])[c:11]([O:14][CH3:15])[cH:12][c:13]32)[CH2:3][CH2:2][CH2:19][CH2:18]1.